From a dataset of the Open Reaction Database (ORD), a public repository of structured organic reaction records. describe an organic reaction: reactants, conditions, products, and yield The reactants are BrCC(=O)C1=C(C=C(C=C1)Cl)Cl (2-bromo-2′,4′-dichloroacetophenon), COC=1C=C(C=CC1N1C=NC(=C1)C)NC(=S)N ([3-methoxy-4-(4-methyl-imidazol-1-yl)-phenyl]-thiourea). Solvent: C(C)OCC (diethyl ether). Yields the product ClC1=C(C=CC(=C1)Cl)C=1N=C(SC1)NC1=CC(=C(C=C1)N1C=NC(=C1)C)OC ([4-(2,4-dichloro-phenyl)-thiazol-2-yl]-[3-methoxy-4-(4-methyl-imidazol-1-yl)-phenyl]-amine). The yield is 98.9%. Reaction SMILES: Br[CH2:2][C:3]([C:5]1[CH:10]=[CH:9][C:8]([Cl:11])=[CH:7][C:6]=1[Cl:12])=O.[CH3:13][O:14][C:15]1[CH:16]=[C:17]([NH:27][C:28]([NH2:30])=[S:29])[CH:18]=[CH:19][C:20]=1[N:21]1[CH:25]=[C:24]([CH3:26])[N:23]=[CH:22]1>C(OCC)C>[Cl:12][C:6]1[CH:7]=[C:8]([Cl:11])[CH:9]=[CH:10][C:5]=1[C:3]1[N:30]=[C:28]([NH:27][C:17]2[CH:18]=[CH:19][C:20]([N:21]3[CH:25]=[C:24]([CH3:26])[N:23]=[CH:22]3)=[C:15]([O:14][CH3:13])[CH:16]=2)[S:29][CH:2]=1. Reported procedure: The title compound was prepared in analogy to example 1 step e) from 90 mg (0.33 mmol) 2-bromo-2′,4′-dichloroacetophenon and 79 mg (0.3 mmol) [3-methoxy-4-(4-methyl-imidazol-1-yl)-phenyl]-thiourea. The crude reaction was diluted with diethyl ether and the precipitate was filtered off and dried to yield 128 mg (99%) [4-(2,4-dichloro-phenyl)-thiazol-2-yl]-[3-methoxy-4-(4-methyl-imidazol-1-yl)-phenyl]-amine as a light yellow solid. MS ISP (m/e): 431.1/433.2 (100/65) (M+H)+. 1H NMR (DMSO-D6, 250 MHz... Reactants: CCOc1cc(C(C)(C)C)ncc1C1=NC(C)(c2ccc(Cl)cc2)C(C)(c2ccc(Cl)cc2)N1C(=O)N1CCC(CC(=O)O)CC1, CON. Reaction SMILES: [C:1]([CH3:2])([CH3:3])([CH3:4])[c:5]1[cH:6][c:7]([O:44][CH2:45][CH3:46])[c:8]([C:11]2=[N:15][C:14]([CH3:16])([c:17]3[cH:18][cH:19][c:20]([Cl:23])[cH:21][cH:22]3)[C:13]([CH3:24])([c:25]3[cH:26][cH:27][c:28]([Cl:31])[cH:29][cH:30]3)[N:12]2[C:32](=[O:33])[N:34]2[CH2:35][CH2:36][CH:37]([CH2:40][C:41](=[O:42])[OH:43])[CH2:38][CH2:39]2)[cH:9][n:10]1.[CH3:47][O:48][NH2:49]>>[C:1]([CH3:2])([CH3:3])([CH3:4])[c:5]1[cH:6][c:7]([O:44][CH2:45][CH3:46])[c:8]([C:11]2=[N:15][C:14]([CH3:16])([c:17]3[cH:18][cH:19][c:20]([Cl:23])[cH:21][cH:22]3)[C:13]([CH3:24])([c:25]3[cH:26][cH:27][c:28]([Cl:31])[cH:29][cH:30]3)[N:12]2[C:32](=[O:33])[N:34]2[CH2:35][CH2:36][CH:37]([CH2:40][C:41](=[O:42])[NH:49][O:48][CH3:47])[CH2:38][CH2:39]2)[cH:9][n:10]1. The product is CCOc1cc(C(C)(C)C)ncc1C1=NC(C)(c2ccc(Cl)cc2)C(C)(c2ccc(Cl)cc2)N1C(=O)N1CCC(CC(=O)NOC)CC1. Starting materials: CO, COC(=O)c1ccc(-c2nc(-c3ccc(Cl)cc3)co2)cc1, Cl, [Na+], C1CCOC1, [OH-], O. The product is O=C(O)c1ccc(-c2nc(-c3ccc(Cl)cc3)co2)cc1. As a reaction SMILES: [CH3:32][OH:33].[Cl:1][c:2]1[cH:3][cH:4][c:5](-[c:8]2[n:9][c:10](-[c:13]3[cH:14][cH:15][c:16]([C:17](=[O:18])[O:19][CH3:20])[cH:21][cH:22]3)[o:11][cH:12]2)[cH:6][cH:7]1.[ClH:30].[Na+:24].[O:25]1[CH2:26][CH2:27][CH2:28][CH2:29]1.[OH-:23].[OH2:31]>>[Cl:1][c:2]1[cH:3][cH:4][c:5](-[c:8]2[n:9][c:10](-[c:13]3[cH:14][cH:15][c:16]([C:17](=[O:18])[OH:19])[cH:21][cH:22]3)[o:11][cH:12]2)[cH:6][cH:7]1.